From a dataset of the Open Reaction Database (ORD), a public repository of structured organic reaction records. describe an organic reaction: reactants, conditions, products, and yield Procedure: A mixture of 9500 ml of anhydrous ethyl alcohol and 2323 g of 1-(4-aminocyclohexyl)-2-imidazolidinone is heated with mixing to effect solution. The solution is cooled to room temperaure and 3200 ml of a saturated solution of anhydrous hydrogen chloride gas in ethyl acetate is added to pH 1. The temperature of the mixture rises to 60° and the product crystallizes. The mixture is cooled to 10°. The crude product is filtered off, washed with 3500 ml of anhydrous ethyl alcohol and dried at 50°-60° i... Run in C(C)(=O)OCC (ethyl acetate). As a reaction SMILES: C(O)C.[NH2:4][CH:5]1[CH2:10][CH2:9][CH:8]([N:11]2[CH2:15][CH2:14][NH:13][C:12]2=[O:16])[CH2:7][CH2:6]1.[ClH:17]>C(OCC)(=O)C>[ClH:17].[NH2:4][C@@H:5]1[CH2:6][CH2:7][C@H:8]([N:11]2[CH2:15][CH2:14][NH:13][C:12]2=[O:16])[CH2:9][CH2:10]1 |f:4.5|. Product: Cl.N[C@H]1CC[C@H](CC1)N1C(NCC1)=O (cis 1-(4-aminocyclohexyl)-2-imidazolidinone monohydrochloride). Starting materials: C(C)O (ethyl alcohol), NC1CCC(CC1)N1C(NCC1)=O (1-(4-aminocyclohexyl)-2-imidazolidinone), saturated solution, Cl (hydrogen chloride). Starting materials: C(C)(=O)O.C(=N)N (formamidine acetate), ClC1=CC=C(C=C1)SCC(CC(=O)OCC)=O (ethyl 4-(4-chlorophenylthio)-3-oxobutanoate), C1(=CC=CC=C1)O (phenol). Solvent: C(=O)(O)[O-].[Na+] (NaHCO3). Run at temperature 140 celsius, time 18 hour. Yields the product ClC1=CC=C(C=C1)SCC1=CC(NC=N1)=O (6-((4-chlorophenylthio)-methyl)pyrimidin-4(3H)-one). Isolated yield 22.0%. Reaction SMILES: C(O)(=O)C.[CH:5]([NH2:7])=[NH:6].[Cl:8][C:9]1[CH:14]=[CH:13][C:12]([S:15][CH2:16][C:17](=O)[CH2:18][C:19](OCC)=[O:20])=[CH:11][CH:10]=1.C1(O)C=CC=CC=1>C([O-])(O)=O.[Na+]>[Cl:8][C:9]1[CH:10]=[CH:11][C:12]([S:15][CH2:16][C:17]2[N:7]=[CH:5][NH:6][C:19](=[O:20])[CH:18]=2)=[CH:13][CH:14]=1 |f:0.1,4.5|. Procedure: A mixture of formamidine acetate (1508 mg, 14.48 mmol), ethyl 4-(4-chlorophenylthio)-3-oxobutanoate Part A (790 mg, 2.90 mmol) and phenol (8178 mg, 87 mmol) was stirred at 140° C. for 18 hours. After the reaction cooled to RT, the mixture was diluted with saturated NaHCO3 (65 mL) and extracted with EtOAc (80 mL). The EtOAc layer was dried over Na2SO4 and concentrated. The crude product was purified by flash chromatography (silica gel/hexane-EtOAc 100:0 to 0:100 gradient, using LC-MS to identify ... RXN SMILES: [CH3:1][O-:2].[CH3:24][OH:25].[Cl:4][c:5]1[c:6]([C:7](=[O:8])[NH:9][c:10]2[c:11]([F:17])[cH:12][c:13]([F:16])[cH:14][cH:15]2)[c:18]([I:22])[cH:19][cH:20][n:21]1.[Na+:3].[OH2:23]>>[CH3:1][O:2][c:18]1[c:6]([C:7](=[O:8])[NH:9][c:10]2[c:11]([F:17])[cH:12][c:13]([F:16])[cH:14][cH:15]2)[c:5]([Cl:4])[n:21][cH:20][cH:19]1. Starting materials: C[O-], CO, O=C(Nc1ccc(F)cc1F)c1c(I)ccnc1Cl, [Na+], O. The product is COc1ccnc(Cl)c1C(=O)Nc1ccc(F)cc1F.